Dataset: the Open Reaction Database (ORD), a public repository of structured organic reaction records. Task: describe an organic reaction: reactants, conditions, products, and yield The reactants are COC(=O)C12CC3C(C(CC(C1)C3)C2)=O (4-Oxo-adamantane-1-carboxylic acid methyl ester), C(=O)[O-].[NH4+] (ammonium formate). The reagents and catalysts are [Pd] (Pd—C). Run in CO (MeOH). The product is COC(=O)C12CC3C(C(CC(C1)C3)C2)N (4-aminoadamantane-1-carboxylic acid methyl ester). The yield is 76.6%. As a reaction SMILES: [CH3:1][O:2][C:3]([C:5]12[CH2:14][CH:9]3[CH2:10][CH:11]([CH2:13][CH:7]([C:8]3=O)[CH2:6]1)[CH2:12]2)=[O:4].C([O-])=O.[NH4+:19]>CO.[Pd]>[CH3:1][O:2][C:3]([C:5]12[CH2:14][CH:9]3[CH2:10][CH:11]([CH2:13][CH:7]([CH:8]3[NH2:19])[CH2:6]1)[CH2:12]2)=[O:4] |f:1.2|. Procedure: 4-Oxo-adamantane-1-carboxylic acid methyl ester (6.5 g, 31.2 mmol) (prepared following J. Org. Chem. 1983, 48, 1101) was dissolved in MeOH (75 ml). To this solution was added 10% Pd—C (1 g) followed by ammonium formate (10 g, 158 mmol). The reaction mixture was heated under reflux for 1 h after which it was cooled to ambient temperature and filtered through hyflo bed. The clear filtrate was concentrated under reduced pressure, and the residue was diluted with water and extracted with EtOAc. The ... The reactants are ClC1=NC2=CC=C(C=C2N=C1Cl)[N+](=O)[O-] (2,3-dichloro-6-nitroquinoxaline), ClC1=NC2=CC=C(C=C2N=C1Cl)Cl (2,3,6-trichloroquinoxaline), [K]SC(S[K])=C(C#N)C#N (di(potassiomercapto)methylenemalononitrile). The product is ClC=1C=C2N=C3C(=NC2=CC1)SC(S3)=C(C#N)C#N (6-Chloro-1,3-dithiolo-(4,5-b)-quinoxaline-2-ylidene-propanedinitrile). The yield is 78.0%. As a reaction SMILES: ClC1C(Cl)=NC2C(=CC=C([N+]([O-])=O)C=2)N=1.Cl[C:17]1[C:26](Cl)=[N:25][C:24]2[C:19](=[CH:20][CH:21]=[C:22]([Cl:28])[CH:23]=2)[N:18]=1.[K][S:30][C:31](=[C:34]([C:37]#[N:38])[C:35]#[N:36])[S:32][K]>>[Cl:28][C:22]1[CH:23]=[C:24]2[C:19](=[CH:20][CH:21]=1)[N:18]=[C:17]1[S:30][C:31](=[C:34]([C:37]#[N:38])[C:35]#[N:36])[S:32][C:26]1=[N:25]2. Procedure: The process of Example 13 is followed except that the 2,3-dichloro-6-nitroquinoxaline is replaced by 3.0 g of 2,3,6-trichloroquinoxaline and 3.5 g of the di(potassiomercapto)methylenemalononitrile is used. The recovered material is a dark brown powder weighing 3.0 g with a calculated yield of 78 percent and has a melting point greater than 300° C. The reactants are CCOCC, [N-]=[N+]=Nc1ccc(-c2c[nH]c(COc3ccccc3)n2)cc1, [Pd]. Product: Nc1ccc(-c2c[nH]c(COc3ccccc3)n2)cc1. RXN SMILES: [CH3:23][CH2:24][O:25][CH2:26][CH3:27].[N:1](=[N+:2]=[N-:3])[c:4]1[cH:5][cH:6][c:7](-[c:10]2[n:11][c:12]([CH2:15][O:16][c:17]3[cH:18][cH:19][cH:20][cH:21][cH:22]3)[nH:13][cH:14]2)[cH:8][cH:9]1.[Pd:28]>>[NH2:1][c:4]1[cH:5][cH:6][c:7](-[c:10]2[n:11][c:12]([CH2:15][O:16][c:17]3[cH:18][cH:19][cH:20][cH:21][cH:22]3)[nH:13][cH:14]2)[cH:8][cH:9]1. Starting materials: C(C)(C)(C)OC(CCCN(C)C[C@H](C)OC=1C2=C(N=CN1)OC(=C2C2=CC=C(C=C2)OC)C2=C(C=CC=C2)F)=O (4-{[(2S)-2-{[6-(2-fluorophenyl)-5-(4-methoxyphenyl)furo[2,3-d]pyrimidin-4-yl]oxy}propyl](methyl)amino}butyric acid tert.-butyl ester). Solvent: Cl (hydrogen chloride), O1CCOCC1 (dioxan). Run at time 16 hour. Product: FC1=C(C=CC=C1)C1=C(C2=C(N=CN=C2O[C@H](CN(CCCC(=O)O)C)C)O1)C1=CC=C(C=C1)OC ((+)-4-{[(2S)-2-{[6-(2-Fluorophenyl)-5-(4-methoxyphenyl)furo[2,3-d]pyrimidin-4-yl]oxy}propyl]-(methyl)amino}butyric acid). RXN SMILES: C([O:5][C:6](=[O:40])[CH2:7][CH2:8][CH2:9][N:10]([CH2:12][C@@H:13]([O:15][C:16]1[C:17]2[C:24]([C:25]3[CH:30]=[CH:29][C:28]([O:31][CH3:32])=[CH:27][CH:26]=3)=[C:23]([C:33]3[CH:38]=[CH:37][CH:36]=[CH:35][C:34]=3[F:39])[O:22][C:18]=2[N:19]=[CH:20][N:21]=1)[CH3:14])[CH3:11])(C)(C)C>Cl.O1CCOCC1>[F:39][C:34]1[CH:35]=[CH:36][CH:37]=[CH:38][C:33]=1[C:23]1[O:22][C:18]2[N:19]=[CH:20][N:21]=[C:16]([O:15][C@@H:13]([CH3:14])[CH2:12][N:10]([CH3:11])[CH2:9][CH2:8][CH2:7][C:6]([OH:40])=[O:5])[C:17]=2[C:24]=1[C:25]1[CH:26]=[CH:27][C:28]([O:31][CH3:32])=[CH:29][CH:30]=1. Procedure: Dissolve 102 mg (93% purity, 0.19 mmol) 4-{[(2S)-2-{[6-(2-fluorophenyl)-5-(4-methoxyphenyl)furo[2,3-d]pyrimidin-4-yl]oxy}propyl](methyl)amino}butyric acid tert.-butyl ester in 2 ml 4 N hydrogen chloride in dioxan and stir for 16 h at RT. After concentrating the reaction solution by evaporation under vacuum, purify the residue by preparative RP-HPLC (gradient: water/acetonitrile). 48 mg (52% of theor.) of the desired product is obtained. The reactants are BrCc1ccccc1, O=C([O-])[O-], CN(C)C=O, ClCCl, [K+], [K+], c1ccc(-c2ncc(-c3c[nH]cn3)cn2)cc1. The product is c1ccc(Cn2cnc(-c3cnc(-c4ccccc4)nc3)c2)cc1. RXN SMILES: [Br:24][CH2:25][c:26]1[cH:27][cH:28][cH:29][cH:30][cH:31]1.[C:18](=[O:19])([O-:20])[O-:21].[CH3:32][N:33]([CH3:34])[CH:35]=[O:36].[Cl:37][CH2:38][Cl:39].[K+:22].[K+:23].[nH:1]1[cH:2][n:3][c:4](-[c:6]2[cH:7][n:8][c:9](-[c:12]3[cH:13][cH:14][cH:15][cH:16][cH:17]3)[n:10][cH:11]2)[cH:5]1>>[n:1]1([CH2:25][c:26]2[cH:27][cH:28][cH:29][cH:30][cH:31]2)[cH:2][n:3][c:4](-[c:6]2[cH:7][n:8][c:9](-[c:12]3[cH:13][cH:14][cH:15][cH:16][cH:17]3)[n:10][cH:11]2)[cH:5]1. Reactants: C(C)OC(C(C(=O)OCC)C1=C(C=C(C(=C1)N)Br)Cl)=O (2-(5-amino-4-bromo-2-chloro-phenyl)-malonic acid diethyl ester), C([O-])([O-])=O.[K+].[K+] (potassium carbonate), CB1OB(OB(O1)C)C (trimethyl boroxine). Reagents/catalysts: C1=CC=C(C=C1)P([C-]2C=CC=C2)C3=CC=CC=C3.C1=CC=C(C=C1)P([C-]2C=CC=C2)C3=CC=CC=C3.Cl[Pd]Cl.[Fe+2] (PdCl2(dppf)). Solvent: O1CCOCC1 (dioxane), O (water). Run at temperature 110 celsius, time 18 hour. The product is C(C)OC(C(C(=O)OCC)C1=C(C=C(C(=C1)N)C)Cl)=O (2-(5-amino-2-chloro-4-methyl-phenyl)-malonic acid diethyl ester). Yield: 26.3%. As a reaction SMILES: [CH2:1]([O:3][C:4](=[O:20])[CH:5]([C:11]1[CH:16]=[C:15]([NH2:17])[C:14](Br)=[CH:13][C:12]=1[Cl:19])[C:6]([O:8][CH2:9][CH3:10])=[O:7])[CH3:2].[C:21](=O)([O-])[O-].[K+].[K+].CB1OB(C)OB(C)O1>O1CCOCC1.O.C1C=CC(P(C2C=CC=CC=2)[C-]2C=CC=C2)=CC=1.C1C=CC(P(C2C=CC=CC=2)[C-]2C=CC=C2)=CC=1.Cl[Pd]Cl.[Fe+2]>[CH2:1]([O:3][C:4](=[O:20])[CH:5]([C:11]1[CH:16]=[C:15]([NH2:17])[C:14]([CH3:21])=[CH:13][C:12]=1[Cl:19])[C:6]([O:8][CH2:9][CH3:10])=[O:7])[CH3:2] |f:1.2.3,7.8.9.10|. Procedure details: To a solution of 2-(5-amino-4-bromo-2-chloro-phenyl)-malonic acid diethyl ester (1.25 g, 3.43 mmol) in dioxane (20 ml) and water (2 ml) was added potassium carbonate (1.42 g, 10.28 mmol), PdCl2(dppf) (0.28 g, 0.342 mmol) and trimethyl boroxine (0501 ml, 3.42 mmol). The mixture was stirred at 110° C. for 18 hours, then cooled to room temperature and filtered. The filtrate was concentrated to dryness under reduced pressure. Purification of the crude product by flash chromatography (hexanes:EtOAc 8...